Task: describe an organic reaction: reactants, conditions, products, and yield. Dataset: the Open Reaction Database (ORD), a public repository of structured organic reaction records Starting materials: C=C(C)c1nc(Br)cs1, C1CCOC1, CC1C(c2cc(C(F)(F)F)cc(C(F)(F)F)c2)OC(=O)N1Cc1cc(C(F)(F)F)ccc1B1OC(C)(C)C(C)(C)O1, [K+], [K+], O=C([O-])[O-]. Product: C=C(C)c1nc(-c2ccc(C(F)(F)F)cc2CN2C(=O)OC(c3cc(C(F)(F)F)cc(C(F)(F)F)c3)C2C)cs1. As a reaction SMILES: [Br:1][c:2]1[n:3][c:4]([C:7](=[CH2:8])[CH3:9])[s:5][cH:6]1.[CH2:57]1[O:58][CH2:59][CH2:60][CH2:61]1.[F:10][C:11]([c:12]1[cH:13][c:14]([CH:22]2[CH:23]([CH3:48])[N:24]([CH2:28][c:29]3[c:30]([B:39]4[O:40][C:41]([CH3:42])([CH3:43])[C:44]([CH3:45])([CH3:46])[O:47]4)[cH:31][cH:32][c:33]([C:35]([F:36])([F:37])[F:38])[cH:34]3)[C:25](=[O:27])[O:26]2)[cH:15][c:16]([C:18]([F:19])([F:20])[F:21])[cH:17]1)([F:49])[F:50].[K+:51].[K+:52].[O-:53][C:54]([O-:55])=[O:56]>>[c:2]1(-[c:30]2[c:29]([CH2:28][N:24]3[CH:23]([CH3:48])[CH:22]([c:14]4[cH:13][c:12]([C:11]([F:10])([F:49])[F:50])[cH:17][c:16]([C:18]([F:19])([F:20])[F:21])[cH:15]4)[O:26][C:25]3=[O:27])[cH:34][c:33]([C:35]([F:36])([F:37])[F:38])[cH:32][cH:31]2)[n:3][c:4]([C:7](=[CH2:8])[CH3:9])[s:5][cH:6]1. Starting materials: C1CCOC1, CO, CCOC(=O)c1cc2c(Cl)c(C#N)ccc2n1CC(F)(F)F, [Na+], [OH-]. The product is N#Cc1ccc2c(cc(C(=O)O)n2CC(F)(F)F)c1Cl. Reaction SMILES: [CH2:25]1[O:26][CH2:27][CH2:28][CH2:29]1.[CH3:30][OH:31].[Cl:1][c:2]1[c:3]2[cH:4][c:5]([C:18](=[O:19])[O:20][CH2:21][CH3:22])[n:6]([CH2:13][C:14]([F:15])([F:16])[F:17])[c:7]2[cH:8][cH:9][c:10]1[C:11]#[N:12].[Na+:24].[OH-:23]>>[Cl:1][c:2]1[c:3]2[cH:4][c:5]([C:18](=[O:19])[OH:20])[n:6]([CH2:13][C:14]([F:15])([F:16])[F:17])[c:7]2[cH:8][cH:9][c:10]1[C:11]#[N:12].